Dataset: the Open Reaction Database (ORD), a public repository of structured organic reaction records. Task: describe an organic reaction: reactants, conditions, products, and yield Reactants: B(Br)(Br)Br (boron tribromide), BrC1=CC=2N3C4=C(C=C(C=C4C2C=C1)OC)C(C=C3)=O (9-bromo-2-methoxy-4H-pyrido[3,2,1-jk]carbazole-4-one), aqueous solution, [OH-].[Na+] (sodium hydroxide). The solvent is C(Cl)Cl (methylene chloride), C(Cl)Cl (methylene chloride). Product: BrC1=CC=2N3C4=C(C=C(C=C4C2C=C1)O)C(C=C3)=O (9-bromo-2-hydroxy-4H-pyrido[3,2,1-jk]carbazole-4-one). The yield is 61.1%. Reaction SMILES: [Br:1][C:2]1[CH:14]=[CH:13][C:12]2[C:11]3[C:6]4=[C:7]([C:17](=[O:20])[CH:18]=[CH:19][N:5]4[C:4]=2[CH:3]=1)[CH:8]=[C:9]([O:15]C)[CH:10]=3.B(Br)(Br)Br.[OH-].[Na+]>C(Cl)Cl>[Br:1][C:2]1[CH:14]=[CH:13][C:12]2[C:11]3[C:6]4=[C:7]([C:17](=[O:20])[CH:18]=[CH:19][N:5]4[C:4]=2[CH:3]=1)[CH:8]=[C:9]([OH:15])[CH:10]=3 |f:2.3|. Procedure: 9-bromo-2-methoxy-4H-pyrido[3,2,1-jk]carbazole-4-one (650 mg) produced in Example 116 was suspended in anhydrous methylene chloride (50 ml), and a solution of boron tribromide in methylene chloride (1M, 12 ml) was added dropwise at room temperature. The mixture was heated under reflux for 14 hours, and the reaction mixture was poured into 1N aqueous solution of sodium hydroxide (100 ml), and the crystals precipitated were recovered by filtration. The thus obtained crude crystals were washed with... Isolated yield 64.0%. Procedure: A mixture of methyl 3-[2-oxo-4-(4-trifluoromethylphenyl)-4-oxazolin-5-yl]propionate (3.90 g), phosphorus oxychloride (11.5 g) and pyridine (0.98 g) was heated to 100-105° C. and stirred for 1 hour. The reaction mixture was added dropwise to heated water (100 ml) of 30 ° C. and extracted with ethyl acetate (150 ml×2). The organic layer was washed with a saturated aqueous solution of sodium chloride (100 ml), and dried over anhydrous magnesium sulfate. The organic layer was concentrated, the resid... Conditions: temperature 102.5 celsius, time 1 hour. Starting materials: O=C1OC(=C(N1)C1=CC=C(C=C1)C(F)(F)F)CCC(=O)OC (methyl 3-[2-oxo-4-(4-trifluoromethylphenyl)-4-oxazolin-5-yl]propionate), P(=O)(Cl)(Cl)Cl (phosphorus oxychloride), N1=CC=CC=C1 (pyridine). RXN SMILES: O=[C:2]1[NH:6][C:5]([C:7]2[CH:12]=[CH:11][C:10]([C:13]([F:16])([F:15])[F:14])=[CH:9][CH:8]=2)=[C:4]([CH2:17][CH2:18][C:19]([O:21][CH3:22])=[O:20])[O:3]1.P(Cl)(Cl)([Cl:25])=O.N1C=CC=CC=1>O>[Cl:25][C:2]1[O:3][C:4]([CH2:17][CH2:18][C:19]([O:21][CH3:22])=[O:20])=[C:5]([C:7]2[CH:12]=[CH:11][C:10]([C:13]([F:16])([F:15])[F:14])=[CH:9][CH:8]=2)[N:6]=1. Product: ClC=1OC(=C(N1)C1=CC=C(C=C1)C(F)(F)F)CCC(=O)OC (methyl 2-chloro-4-(4-trifluoromethylphenyl)-5-oxazolepropionate), oil. Solvent: O (water). Starting materials: FC[C@H]1OC[C@@]2(NOC[C@@H]21)C2=C(C=CC=C2)F ((3aR,4S,6aS)-4-(fluoromethyl)-6a-(2-fluorophenyl)hexahydrofuro[3,4-c]isoxazole). Reagents/catalysts: [Zn] (Zinc). The solvent is C(C)(=O)O (acetic acid). Run at temperature 0 celsius, time 16 hour. The product is N[C@@]1([C@@H]([C@H](OC1)CF)CO)C1=C(C=CC=C1)F (((2S,3R,4S)-4-amino-2-(fluoromethyl)-4-(2-fluorophenyl)tetrahydrofuran-3-yl)methanol). The yield is 100.7%. As a reaction SMILES: [F:1][CH2:2][C@@H:3]1[C@@H:10]2[C@@:6]([C:11]3[CH:16]=[CH:15][CH:14]=[CH:13][C:12]=3[F:17])([NH:7][O:8][CH2:9]2)[CH2:5][O:4]1>C(O)(=O)C.[Zn]>[NH2:7][C@@:6]1([C:11]2[CH:16]=[CH:15][CH:14]=[CH:13][C:12]=2[F:17])[CH2:5][O:4][C@H:3]([CH2:2][F:1])[C@H:10]1[CH2:9][OH:8]. Procedure details: (3aR,4S,6aS)-4-(fluoromethyl)-6a-(2-fluorophenyl)hexahydrofuro[3,4-c]isoxazole (62.20 g, 257.14 mmol) was dissolved in acetic acid (540 mL) and the solution was cooled to 0° C. Zinc dust (168.14 g, 2571.4 mmol) was added over 15 mins. The reaction temperature rose from 8° C. to 16° C. The ice bath was removed after addition and the reaction mixture was allowed to warm up to RT. Internal temperature increased to 40° C. and gradually went down to 24° C. The reaction was stirred at RT for 16 h. The... Reactants: C(=O)C1=C(C=CC=C1)B1OC(C)(C)C(C)(C)O1 ((2-formylphenyl)boronic acid pinacol ester), C(C1=CC=NC=C1)(=O)NN (isonicotinic acid hydrazide). The solvent is C(C)(=O)[O-].[Na+] (sodium acetate). Conditions: temperature 100 celsius, time 4 minute. Product: CC1(OB(OC1(C)C)C1=C(C=NNC(C2=CC=NC=C2)=O)C=CC=C1)C (Isonicotinic acid [2-(4,4,5,5-tetramethyl-[1,3,2]dioxaborolan-2-yl)-benzylidene]-hydrazide). The yield is 67.0%. RXN SMILES: [CH:1]([C:3]1[CH:8]=[CH:7][CH:6]=[CH:5][C:4]=1[B:9]1[O:17][C:14]([CH3:16])([CH3:15])[C:11]([CH3:13])([CH3:12])[O:10]1)=O.[C:18]([NH:26][NH2:27])(=[O:25])[C:19]1[CH:24]=[CH:23][N:22]=[CH:21][CH:20]=1>C([O-])(=O)C.[Na+]>[CH3:12][C:11]1([CH3:13])[C:14]([CH3:16])([CH3:15])[O:17][B:9]([C:4]2[CH:5]=[CH:6][CH:7]=[CH:8][C:3]=2[CH:1]=[N:27][NH:26][C:18](=[O:25])[C:19]2[CH:24]=[CH:23][N:22]=[CH:21][CH:20]=2)[O:10]1 |f:2.3|. Procedure details: A portion of (2-formylphenyl)boronic acid pinacol ester (1 mmol, 0.232 g) was added to a nearly saturated solution of isonicotinic acid hydrazide (1 mmol, 0.137 g) in 0.1 M pH 4.5 sodium acetate buffer. The reaction mixture was stirred over an oil bath at 100° C. in for 4 min. The white insoluble product was collected via vacuum filtration, washed with water, and dried in vacuo to give an off-white powder in 67% yield. Recrystallization by slow evaporation of CH2Cl2 or vapor diffusion of CH2Cl2 ... The reactants are COC=1C=C(C=CC1)C=1CN(CCC1)CCC1=CC=CC=C1 (3-(3-methoxyphenyl)-1-phenethyl-1,2,5,6-tetrahydropyridine), Cl.[NH+]1=CC=CC=C1 (pyridinium hydrochloride), [OH-].[NH4+] (Ammonium hydroxide). Solvent: O (water). Run at temperature 200 celsius, time 2 hour. The product is C(CC1=CC=CC=C1)N1CC(=CCC1)C=1C=C(C=CC1)O (3-(1-phenethyl-1,2,5,6-tetrahydropyridin-3-yl)-phenol). The yield is 85.8%. As a reaction SMILES: C[O:2][C:3]1[CH:4]=[C:5]([C:9]2[CH2:10][N:11]([CH2:15][CH2:16][C:17]3[CH:22]=[CH:21][CH:20]=[CH:19][CH:18]=3)[CH2:12][CH2:13][CH:14]=2)[CH:6]=[CH:7][CH:8]=1.Cl.[NH+]1C=CC=CC=1.[OH-].[NH4+]>O>[CH2:15]([N:11]1[CH2:12][CH2:13][CH:14]=[C:9]([C:5]2[CH:4]=[C:3]([OH:2])[CH:8]=[CH:7][CH:6]=2)[CH2:10]1)[CH2:16][C:17]1[CH:18]=[CH:19][CH:20]=[CH:21][CH:22]=1 |f:1.2,3.4|. Procedure details: A mixture of 6 g of the product of Step A and 12 g of pyridinium hydrochloride was heated at 200° C. with stirring for 21/2 hours and the mixture was cooled and diluted with water. Ammonium hydroxide was added to the mixture which was then extracted with methylene chloride. The organic phase was washed with water, dried and evaporated to dryness. The residue was chromatographed over silica gel and was eluted with an 8-2 chloroform-acetone mixture to obtain 4.9 g of 3-(1-phenethyl-1,2,5,6-tetrahy... Reactants: CC(C)O, CC(C)=O, OCCCOc1cc(F)cc(F)c1, O=[Cr](=O)=O, O, O=S(=O)(O)O. Product: O=C(O)CCOc1cc(F)cc(F)c1. RXN SMILES: [CH3:23][CH:24]([CH3:25])[OH:26].[CH3:27][C:28](=[O:29])[CH3:30].[F:10][c:11]1[cH:12][c:13]([O:14][CH2:15][CH2:16][CH2:17][OH:18])[cH:19][c:20]([F:22])[cH:21]1.[O:1]=[Cr:2](=[O:3])=[O:4].[OH2:31].[S:5](=[O:6])(=[O:7])([OH:8])[OH:9]>>[F:10][c:11]1[cH:12][c:13]([O:14][CH2:15][CH2:16][C:17](=[O:18])[OH:26])[cH:19][c:20]([F:22])[cH:21]1. Starting materials: C(C)(C)(C)OC(N[C@@H]([C@H](C1=CC=C(C=C1)Cl)O[Si](C)(C)C(C)(C)C)C)=O ((1R,2S)-[2-(tert-butyl-dimethyl-silyloxy)-2-(4-chloro-phenyl)-1-methyl-ethyl]-carbamic acid tert-butyl ester), Cl (HCl). Solvent: CO (MeOH). Run at time 1 hour. Product: Cl.N[C@@H]([C@@H](O)C1=CC=C(C=C1)Cl)C ((1S,2R)-2-Amino-1-(4-chloro-phenyl)-propan-1-ol hydrochloride), hydrochloride salt. Reaction SMILES: C(OC(=O)[NH:7][C@H:8]([CH3:25])[C@@H:9]([O:17][Si](C(C)(C)C)(C)C)[C:10]1[CH:15]=[CH:14][C:13]([Cl:16])=[CH:12][CH:11]=1)(C)(C)C.Cl>CO>[ClH:16].[NH2:7][C@H:8]([CH3:25])[C@H:9]([C:10]1[CH:15]=[CH:14][C:13]([Cl:16])=[CH:12][CH:11]=1)[OH:17] |f:3.4|. Procedure: A solution of (1R,2S)-[2-(tert-butyl-dimethyl-silyloxy)-2-(4-chloro-phenyl)-1-methyl-ethyl]-carbamic acid tert-butyl ester (354 mg, 0.88 mmol) in MeOH (10 mL) at rt was treated with HCl (4 M in dioxane, 3 mL). After 1 h, the mixture was concentrated to provide the desired amine as the hydrochloride salt (200 mg, quant.). 1H NMR (400 MHz, CD3OD): 7.43-7.37 (m, 4H), 4.91 (d, J=3.4, 1H), 3.50 (dq, J=6.8, 3.5, 1H), 1.07 (d, J=6.8, 3H). Starting materials: ClC1=C(C(=CC=C1)Cl)C(C(=O)OCC)C (ethyl 2-(2,6-dichlorophenyl)propanoate), [H-].C(C(C)C)[Al+]CC(C)C (diisobutylaluminium hydride), solution. Solvent: C1CCOC1 (THF), C1CCOC1 (THF). Reaction conditions: time 45 minute. The product is ClC1=C(C(=CC=C1)Cl)C(CO)C (2-(2,6-Dichlorophenyl)propan-1-ol). Yield: 98.6%. RXN SMILES: [Cl:1][C:2]1[CH:7]=[CH:6][CH:5]=[C:4]([Cl:8])[C:3]=1[CH:9]([CH3:15])[C:10](OCC)=[O:11].[H-].C([Al+]CC(C)C)C(C)C>C1COCC1>[Cl:1][C:2]1[CH:7]=[CH:6][CH:5]=[C:4]([Cl:8])[C:3]=1[CH:9]([CH3:15])[CH2:10][OH:11] |f:1.2|. Procedure: To a solution of ethyl 2-(2,6-dichlorophenyl)propanoate (0.66 g, 2.7 mmol) in THF (30 ml) at 0° C. was added diisobutylaluminium hydride (6.6 ml of a 1.0M solution in THF, 6.6 mmol) dropwise. The cooling bath was removed and the mixture stirred at room temperature for 45 min. More diisobutylaluminium hydride (3 ml of a 1.0M solution in THF, 3.0 mmol) was added and the solution stirred for a further 45 min. After this time more diisobutylaluminium hydride (3 ml of a 1.0M solution in THF, 3.0 mmol...